Task: describe an organic reaction: reactants, conditions, products, and yield. Dataset: the Open Reaction Database (ORD), a public repository of structured organic reaction records The reactants are C(C1=CC=CC=C1)OC1=C(C(=O)OCC2=CC=CC=C2)C=CC(=C1)N(C(CN(S(=O)(=O)C1=CC=C(C=C1)C)C)=O)CC1=CC=C(C=C1)Br (Benzyl 2-(benzyloxy)-4-(N-(4-bromobenzyl)-2-(N,4-dimethylphenylsulfonamido) acetamido)benzoate), C(#N)C1=CC=C(C=C1)B(O)O (4-cyanophenylboronic acid). The product is C(C1=CC=CC=C1)OC1=C(C(=O)OCC2=CC=CC=C2)C=CC(=C1)N(C(CN(S(=O)(=O)C1=CC=C(C=C1)C)C)=O)CC1=CC=C(C=C1)C1=CC=C(C=C1)C#N (Benzyl 2-(benzyloxy)-4-(N-((4′-cyanobiphenyl-4-yl)methyl)-2-(N,4-dimethylphenyl-sulfon-amido)acetamido)benzoate). As a reaction SMILES: [CH2:1]([O:8][C:9]1[CH:24]=[C:23]([N:25]([CH2:41][C:42]2[CH:47]=[CH:46][C:45](Br)=[CH:44][CH:43]=2)[C:26](=[O:40])[CH2:27][N:28]([CH3:39])[S:29]([C:32]2[CH:37]=[CH:36][C:35]([CH3:38])=[CH:34][CH:33]=2)(=[O:31])=[O:30])[CH:22]=[CH:21][C:10]=1[C:11]([O:13][CH2:14][C:15]1[CH:20]=[CH:19][CH:18]=[CH:17][CH:16]=1)=[O:12])[C:2]1[CH:7]=[CH:6][CH:5]=[CH:4][CH:3]=1.[C:49]([C:51]1[CH:56]=[CH:55][C:54](B(O)O)=[CH:53][CH:52]=1)#[N:50]>>[CH2:1]([O:8][C:9]1[CH:24]=[C:23]([N:25]([CH2:41][C:42]2[CH:47]=[CH:46][C:45]([C:54]3[CH:55]=[CH:56][C:51]([C:49]#[N:50])=[CH:52][CH:53]=3)=[CH:44][CH:43]=2)[C:26](=[O:40])[CH2:27][N:28]([CH3:39])[S:29]([C:32]2[CH:37]=[CH:36][C:35]([CH3:38])=[CH:34][CH:33]=2)(=[O:31])=[O:30])[CH:22]=[CH:21][C:10]=1[C:11]([O:13][CH2:14][C:15]1[CH:20]=[CH:19][CH:18]=[CH:17][CH:16]=1)=[O:12])[C:2]1[CH:7]=[CH:6][CH:5]=[CH:4][CH:3]=1. Procedure: Aryl halide 9 was coupled to 4-cyanophenylboronic acid to give 33 on a 0.1 mmol scale via General Procedure H (73 mg, 71%): δH (400 MHz, CDCl3) 2.39 (s, 3H, CH3), 2.82 (s, 3H, CH3), 3.68 (s, 2H, CH2), 4.85 (s, 2H, CH2), 5.05 (s, 2H, CH2), 5.35 (s, 2H, CH2), 6.67 (s, 1H, CH), 6.69 (d, J=1.2 Hz, 1H, CH), 7.22-7.34 (m, 13H, CH), 7.38-7.40 (m, 2H, CH), 7.61 (d, J=8.0 Hz, 2H, CH), 7.64 (d, J=8.4 Hz, 2H, CH), 7.70-7.72 (m, 3H, CH), 7.84 (d, J=8.4 Hz, 1H, CH); δC (100 MHz, CDCl3) 21.4, 36.0, 51.4, 52.7... Reactants: ClC=1C(=NSN1)N1CCC(CC1)C(=O)O (1-(4-Chloro-[1,2,5]thiadiazol-3-yl)-piperidine-4-carboxylic acid), C(C)(C)(C)O (tert-butyl alcohol), N1=CC=C(C=C1)CO (pyridin-4-yl-methanol), C(C)(C)(C)C([O-])CCC.[K+] (potassium tert-butyl butoxide). Solvent: O (H2O). Reaction conditions: time 8 hour. The product is N1=CC=C(C=C1)COC=1C(=NSN1)N1CCC(CC1)C(=O)O (1-[4-(pyridin-4-ylmethoxy)-[1,2,5]thiadiazol-3-yl]-piperidine-4-carboxylic acid). The yield is 58.9%. As a reaction SMILES: Cl[C:2]1[C:3]([N:7]2[CH2:12][CH2:11][CH:10]([C:13]([OH:15])=[O:14])[CH2:9][CH2:8]2)=[N:4][S:5][N:6]=1.[N:16]1[CH:21]=[CH:20][C:19]([CH2:22][OH:23])=[CH:18][CH:17]=1.C(C(CCC)[O-])(C)(C)C.[K+].C(O)(C)(C)C>O>[N:16]1[CH:21]=[CH:20][C:19]([CH2:22][O:23][C:2]2[C:3]([N:7]3[CH2:12][CH2:11][CH:10]([C:13]([OH:15])=[O:14])[CH2:9][CH2:8]3)=[N:4][S:5][N:6]=2)=[CH:18][CH:17]=1 |f:2.3|. Procedure details: 1-(4-Chloro-[1,2,5]thiadiazol-3-yl)-piperidine-4-carboxylic acid (7.99 g, 32 mmol), pyridin-4-yl-methanol (7.39 g, 68 mmol) and a solution of 1M potassium tert-butyl butoxide in tert-butyl alcohol (100 mL, 100 mmol) were combined and stirred at room temperature overnight. The reaction mixture is diluted with H2O (500 mL) and washed with EtOAc (3×). The aqueous phase is concentrated to ˜250 mL and acidified to pH 5-6 with conc'd HCl. The resulting solids are filtered, washed with H2O and dried un... The reactants are S1C=NC=C1 (thiazole), [Li]CCCC (nBuLi), [Li]CCCC (nBuLi), C(CCC)[Sn](CCCC)(CCCC)Cl (tri-n-butyltin chloride), CC(=O)C (acetone), [NH4+].[Cl-] (NH4Cl). Solvent: CCOCC (Et2O), C1CCOC1 (THF). Reaction conditions: temperature -78 celsius, time 1 hour. The product is C(CCC)[Sn](C1=CN=C(S1)C(C)(C)O)(CCCC)CCCC (2-[5-(tributylstannyl)-1,3-thiazol-2-yl]propan-2-ol). Reaction SMILES: [S:1]1[CH:5]=[CH:4][N:3]=[CH:2]1.[Li]CCCC.[CH3:11][C:12]([CH3:14])=[O:13].[CH2:15]([Sn:19](Cl)([CH2:24][CH2:25][CH2:26][CH3:27])[CH2:20][CH2:21][CH2:22][CH3:23])[CH2:16][CH2:17][CH3:18].[NH4+].[Cl-]>C1COCC1.CCOCC>[CH2:24]([Sn:19]([CH2:15][CH2:16][CH2:17][CH3:18])([CH2:20][CH2:21][CH2:22][CH3:23])[C:5]1[S:1][C:2]([C:12]([OH:13])([CH3:14])[CH3:11])=[N:3][CH:4]=1)[CH2:25][CH2:26][CH3:27] |f:4.5|. Procedure details: To a solution of thiazole (1.0 eq) in THF (0.2M) at −78° C. was added nBuLi (1.6M, 1.1 eq). After 1 h at −78° C., acetone (1.0 eq) was added and the mixture stirred 30 min at −78° C., 5 min −50° C. then cooled back to −78° C. to add a second equivalent of nBuLi (1.6M, 1.1 eq). After 1.5 h at −78° C., tri-n-butyltin chloride (1.2 eq) was added and the mixture stirred 12 h at −78° C. The reaction mixture was diluted with Et2O and a solution of NH4Cl. The organic extracts were washed with water, br... Reactants: COCCO[Al+]OCCOC, CCCCCC, Cc1ccccc1, [H-], [H-], [Na+], O=C(CCCCCCCCc1cccnc1)N1CCC(C=C(c2ccccc2)c2ccccc2)CC1. Product: C(=C(c1ccccc1)c1ccccc1)C1CCN(CCCCCCCCCc2cccnc2)CC1. Reaction SMILES: [CH3:38][O:39][CH2:40][CH2:41][O:42][Al+:43][O:44][CH2:45][CH2:46][O:47][CH3:48].[CH3:51][CH2:52][CH2:53][CH2:54][CH2:55][CH3:56].[CH3:57][c:58]1[cH:59][cH:60][cH:61][cH:62][cH:63]1.[H-:37].[H-:50].[Na+:49].[c:1]1([C:7](=[CH:8][CH:9]2[CH2:10][CH2:11][N:12]([C:15]([CH2:16][CH2:17][CH2:18][CH2:19][CH2:20][CH2:21][CH2:22][CH2:23][c:24]3[cH:25][n:26][cH:27][cH:28][cH:29]3)=[O:30])[CH2:13][CH2:14]2)[c:31]2[cH:32][cH:33][cH:34][cH:35][cH:36]2)[cH:2][cH:3][cH:4][cH:5][cH:6]1>>[c:1]1([C:7](=[CH:8][CH:9]2[CH2:10][CH2:11][N:12]([CH2:15][CH2:16][CH2:17][CH2:18][CH2:19][CH2:20][CH2:21][CH2:22][CH2:23][c:24]3[cH:25][n:26][cH:27][cH:28][cH:29]3)[CH2:13][CH2:14]2)[c:31]2[cH:32][cH:33][cH:34][cH:35][cH:36]2)[cH:2][cH:3][cH:4][cH:5][cH:6]1.